This data is from the Open Reaction Database (ORD), a public repository of structured organic reaction records. The task is: describe an organic reaction: reactants, conditions, products, and yield Starting materials: BrC=1C=C2N(N=CC(=C2SCC)C(=O)N)C1 (6-bromo-4-(ethylthio)pyrrolo[1,2-b]pyridazine-3-carboxamide), C1(=CC=CC=C1)B(O)O (phenylboronic acid), P(=O)([O-])([O-])[O-].[K+].[K+].[K+] (potassium phosphate), C1(=CC=CC=C1)B(O)O (phenylboronic acid), C1(CCCCC1)P(C1=C(C=CC=C1)C1=C(C=C(C=C1C(C)C)C(C)C)C(C)C)C1CCCCC1 (2-(dicyclohexylphosphino)-2′,4′,6′-triisopropylbiphenyl), P(=O)([O-])([O-])[O-].[K+].[K+].[K+] (potassium phosphate). Reagents/catalysts: C(C)(=O)[O-].[Pd+2].C(C)(=O)[O-] (palladium (II) acetate), C(C)(=O)[O-].[Pd+2].C(C)(=O)[O-] (palladium (II) acetate). Run in O1CCOCC1 (dioxane). Conditions: temperature 125 celsius, time 1 hour. Yields the product C(C)SC=1C=2N(N=CC1C(=O)N)C=C(C2)C2=CC=CC=C2 (4-(ethylthio)-6-phenylpyrrolo[1,2-b]pyridazine-3-carboxamide). Yield: 76.5%. Reaction SMILES: Br[C:2]1[CH:3]=[C:4]2[C:9]([S:10][CH2:11][CH3:12])=[C:8]([C:13]([NH2:15])=[O:14])[CH:7]=[N:6][N:5]2[CH:16]=1.[C:17]1(B(O)O)[CH:22]=[CH:21][CH:20]=[CH:19][CH:18]=1.P([O-])([O-])([O-])=O.[K+].[K+].[K+].C1(P(C2CCCCC2)C2C=CC=CC=2C2C(C(C)C)=CC(C(C)C)=CC=2C(C)C)CCCCC1>O1CCOCC1.C([O-])(=O)C.[Pd+2].C([O-])(=O)C>[CH2:11]([S:10][C:9]1[C:4]2[N:5]([CH:16]=[C:2]([C:17]3[CH:22]=[CH:21][CH:20]=[CH:19][CH:18]=3)[CH:3]=2)[N:6]=[CH:7][C:8]=1[C:13]([NH2:15])=[O:14])[CH3:12] |f:2.3.4.5,8.9.10|. Procedure details: A mixture of 6-bromo-4-(ethylthio)pyrrolo[1,2-b]pyridazine-3-carboxamide (1.2 g, 4.00 mmol), phenylboronic acid (0.731 g, 6.00 mmol), palladium (II) acetate (0.090 g, 0.400 mmol), 2M potassium phosphate, tribasic (7.60 mL, 15.19 mmol) and 2-(dicyclohexylphosphino)-2′,4′,6′-triisopropylbyphenyl (0.381 g, 0.800 mmol) in dioxane (volume: 30 mL) was heated to 125° C. in a pressure vessel, behind a blast shield for 4 hr. Additional phenylboronic acid (0.366 g, 3.00 mmol), palladium (II) acetate (0.04... Starting materials: ClC1=NC=C(C(=C1)NC[C@@H]1CN(CCO1)C(=O)OC(C)(C)C)I ((R)-tert-butyl 2-((2-chloro-5-iodopyridin-4-ylamino)methyl)morpholine-4-carboxylate), C([O-])([O-])=O.[Na+].[Na+] (sodium carbonate), COC1=CC=C(C=C1)B(O)O (4-methoxyphenyl boronic acid), [H-].[Na+] (NaH), ClC1=NC=C(C(=C1)N)I (2-chloro-5-iodopyridin-4-amine), S(=O)(=O)(C1=CC=C(C)C=C1)OC[C@H]1CN(CCO1)C(=O)OC(C)(C)C ((R)-tert-butyl 2-(tosyloxymethyl)morpholine-4-carboxylate), [H-].[Na+] (NaH), ( 4 ). Reagents/catalysts: [Pd].C1(=CC=CC=C1)P(C1=CC=CC=C1)C1=CC=CC=C1.C1(=CC=CC=C1)P(C1=CC=CC=C1)C1=CC=CC=C1.C1(=CC=CC=C1)P(C1=CC=CC=C1)C1=CC=CC=C1.C1(=CC=CC=C1)P(C1=CC=CC=C1)C1=CC=CC=C1 (tetrakis(triphenylphosphine) palladium(0)). The solvent is O (Water), C(C)#N (acetonitrile), CN(C)C=O (DMF), CN(C)C=O (DMF). Conditions: temperature 80 celsius, time 10 minute. Yields the product ClC1=NC=C(C(=C1)NC[C@@H]1CN(CCO1)C(=O)OC(C)(C)C)C1=CC=C(C=C1)OC ((R)-tert-Butyl 2-((2-chloro-5-(4-methoxyphenyl)pyridin-4-ylamino)methyl)morpholine-4-carboxylate). Isolated yield 94.3%. As a reaction SMILES: [H-].[Na+].ClC1C=C(N)C(I)=CN=1.S(OC[C@@H]1OCCN(C(OC(C)(C)C)=O)C1)(C1C=CC(C)=CC=1)(=O)=O.[Cl:37][C:38]1[CH:43]=[C:42]([NH:44][CH2:45][C@H:46]2[O:51][CH2:50][CH2:49][N:48]([C:52]([O:54][C:55]([CH3:58])([CH3:57])[CH3:56])=[O:53])[CH2:47]2)[C:41](I)=[CH:40][N:39]=1.C(=O)([O-])[O-].[Na+].[Na+].[CH3:66][O:67][C:68]1[CH:73]=[CH:72][C:71](B(O)O)=[CH:70][CH:69]=1>CN(C=O)C.C(#N)C.[Pd].C1(P(C2C=CC=CC=2)C2C=CC=CC=2)C=CC=CC=1.C1(P(C2C=CC=CC=2)C2C=CC=CC=2)C=CC=CC=1.C1(P(C2C=CC=CC=2)C2C=CC=CC=2)C=CC=CC=1.C1(P(C2C=CC=CC=2)C2C=CC=CC=2)C=CC=CC=1.O>[Cl:37][C:38]1[CH:43]=[C:42]([NH:44][CH2:45][C@H:46]2[O:51][CH2:50][CH2:49][N:48]([C:52]([O:54][C:55]([CH3:58])([CH3:57])[CH3:56])=[O:53])[CH2:47]2)[C:41]([C:71]2[CH:72]=[CH:73][C:68]([O:67][CH3:66])=[CH:69][CH:70]=2)=[CH:40][N:39]=1 |f:0.1,5.6.7,11.12.13.14.15|. Procedure: NaH (0.024 g, 0.569 mmol) was added to a solution of 2-chloro-5-iodopyridin-4-amine (0.121 g, 0.474 mmol) in DMF (2.8 mL) at room temperature and stirred for 10 min. The temperature was raised to 80° C. and (R)-tert-butyl 2-(tosyloxymethyl)morpholine-4-carboxylate (0.264 g, 0.711 mmol) in DMF (0.6 mL) was added. The reaction mixture was stirred for 2 h before further NaH (0.024 g, 0.569 mmol) was added at room temperature. The reaction mixture was heated at 80° C. for a further 1 h then cooled. ... Starting materials: BrC=1C=C2C(=NC1)N(C=C2I)S(=O)(=O)C2=CC=C(C)C=C2 (5-bromo-3-iodo-1-tosyl-1H-pyrrolo[2,3-b]pyridine), N1C=CC2=CC(=CC=C12)B(O)O (1H-indol-5-ylboronic acid), C(=O)([O-])[O-].[Na+].[Na+] (Na2CO3). Reagents/catalysts: Cl[Pd]([P](C1=CC=CC=C1)(C2=CC=CC=C2)C3=CC=CC=C3)([P](C4=CC=CC=C4)(C5=CC=CC=C5)C6=CC=CC=C6)Cl (bis(triphenylphosphine)palladium(II) dichloride). Run in CC#N (CH3CN). Run at temperature 60 celsius, time 8 hour. Product: BrC=1C=C2C(=NC1)N(C=C2C2=CC=C(C=C2)O)S(=O)(=O)C2=CC=C(C=C2)C (4-[5-Bromo-1-(toluene-4-sulfonyl)-1H-pyrrolo[2,3-b]pyridin-3-yl]-phenol). The yield is 63.0%. RXN SMILES: [Br:1][C:2]1[CH:3]=[C:4]2[C:10](I)=[CH:9][N:8]([S:12]([C:15]3[CH:21]=[CH:20][C:18]([CH3:19])=[CH:17][CH:16]=3)(=[O:14])=[O:13])[C:5]2=[N:6][CH:7]=1.N1[C:30]2[C:25](=[CH:26][C:27](B(O)O)=[CH:28][CH:29]=2)C=C1.C([O-])([O-])=[O:35].[Na+].[Na+]>CC#N.Cl[Pd](Cl)([P](C1C=CC=CC=1)(C1C=CC=CC=1)C1C=CC=CC=1)[P](C1C=CC=CC=1)(C1C=CC=CC=1)C1C=CC=CC=1>[Br:1][C:2]1[CH:3]=[C:4]2[C:10]([C:30]3[CH:25]=[CH:26][C:27]([OH:35])=[CH:28][CH:29]=3)=[CH:9][N:8]([S:12]([C:15]3[CH:21]=[CH:20][C:18]([CH3:19])=[CH:17][CH:16]=3)(=[O:14])=[O:13])[C:5]2=[N:6][CH:7]=1 |f:2.3.4,^1:45,64|. Reported procedure: To a stirred suspension of 5-bromo-3-iodo-1-tosyl-1H-pyrrolo[2,3-b]pyridine (2.66 g, 5.57 mmol) and 1H-indol-5-ylboronic acid (0.89 g, 5.57 mmol) in CH3CN (36 mL) was added 1 M Na2CO3 (18 mL) followed by bis(triphenylphosphine)palladium(II) dichloride (0.20 g, 0.275 mmol). The resulting mixture was stirred overnight at 60° C. After the mixture was evaporated to dryness in vacuo, it was dissolved in DMF (3 mL), absorbed onto Celite, and dried. The residue was purified via silica gel chromatograph... Reactants: O=C([O-])O, CCOCC, CCOCC, COc1cc(C)c(S(=O)(=O)N2CCCC2COCC(=O)O)c(C)c1, COc1cc(C)c(S(=O)(=O)N2CCCC2COCC(=O)N2CCN(Cc3cccc(C#N)c3)CC2)c(C)c1, CC(C)=O, C[Si](C)(C)Cl, ClCCl, N#Cc1cccc(CN2CCNCC2)c1, [Na+]. Yields the product COc1cc(C)c(S(=O)(=O)N2CCCC2COCC(=O)N2CCN(Cc3cccc(C#N)c3)CC2)c(C)c1, Cl. RXN SMILES: [C:40](=[O:41])([O-:42])[OH:43].[CH2:91]([O:92][CH2:93][CH3:94])[CH3:95].[CH3:100][CH2:101][O:102][CH2:103][CH3:104].[CH3:1][O:2][c:3]1[cH:4][c:5]([CH3:6])[c:7]([S:8]([N:9]2[CH2:10][CH2:11][CH2:12][CH:13]2[CH2:14][O:15][CH2:16][C:17]([OH:18])=[O:19])(=[O:20])=[O:21])[c:22]([CH3:23])[cH:24]1.[CH3:45][O:46][c:47]1[cH:48][c:49]([CH3:82])[c:50]([S:54](=[O:55])(=[O:56])[N:57]2[CH:58]([CH2:62][O:63][CH2:64][C:65](=[O:66])[N:67]3[CH2:68][CH2:69][N:70]([CH2:73][c:74]4[cH:75][c:76]([C:77]#[N:78])[cH:79][cH:80][cH:81]4)[CH2:71][CH2:72]3)[CH2:59][CH2:60][CH2:61]2)[c:51]([CH3:53])[cH:52]1.[CH3:96][C:97]([CH3:98])=[O:99].[Cl:83][Si:84]([CH3:85])([CH3:86])[CH3:87].[Cl:88][CH2:89][Cl:90].[N:25]1([CH2:26][c:27]2[cH:28][c:29]([C:33]#[N:34])[cH:30][cH:31][cH:32]2)[CH2:35][CH2:36][NH:37][CH2:38][CH2:39]1.[Na+:44]>>[CH3:45][O:46][c:47]1[cH:48][c:49]([CH3:82])[c:50]([S:54](=[O:55])(=[O:56])[N:57]2[CH:58]([CH2:62][O:63][CH2:64][C:65](=[O:66])[N:67]3[CH2:68][CH2:69][N:70]([CH2:73][c:74]4[cH:75][c:76]([C:77]#[N:78])[cH:79][cH:80][cH:81]4)[CH2:71][CH2:72]3)[CH2:59][CH2:60][CH2:61]2)[c:51]([CH3:53])[cH:52]1.[ClH:83]. The reactants are CC1(CC(=NC2=CC=C(C=C12)C#CC1=CC=C(C(=O)OCC)C=C1)SC)C (ethyl 4-[(4,4-dimethyl-2-methylthio-3,4-dihydro-6-quinolinyl)ethynyl]benzoate), CC1(CC(=NC2=CC=C(C=C12)C#CC1=CC=C(C(=O)OCC)C=C1)SC)C (ethyl 4-[(4,4-dimethyl-2-methylthio-3,4-dihydro-6-quinolinyl)ethynyl]benzoate). Run in C1CCOC1 (THF), CCO (EtOH), [Li+].[OH-] (LiOH). Yields the product CC1(CC(=NC2=CC=C(C=C12)C#CC1=CC=C(C(=O)O)C=C1)SC)C (4-[(4,4-Dimethyl-2-methylthio-3,4-dihydro-6-quinolinyl)ethynyl]benzoic acid). RXN SMILES: [CH3:1][C:2]1([CH3:27])[C:11]2[C:6](=[CH:7][CH:8]=[C:9]([C:12]#[C:13][C:14]3[CH:24]=[CH:23][C:17]([C:18]([O:20]CC)=[O:19])=[CH:16][CH:15]=3)[CH:10]=2)[N:5]=[C:4]([S:25][CH3:26])[CH2:3]1>C1COCC1.CCO.[Li+].[OH-]>[CH3:1][C:2]1([CH3:27])[C:11]2[C:6](=[CH:7][CH:8]=[C:9]([C:12]#[C:13][C:14]3[CH:15]=[CH:16][C:17]([C:18]([OH:20])=[O:19])=[CH:23][CH:24]=3)[CH:10]=2)[N:5]=[C:4]([S:25][CH3:26])[CH2:3]1 |f:3.4|. Reported procedure: A solution of 0.100 g (0.30 mmol) of ethyl 4-[(4,4-dimethyl-2-methylthio-3,4-dihydro-6-quinolinyl)ethynyl]benzoate (Compound 9) in 2 ml of THF, 1 ml of EtOH and 2 ml of 1N LiOH was stirred at room temperature for 1 h, followed by aqueous work up to yield the title compound as a yellow solid. Starting materials: C1CCOC1, CCC(=O)Nc1cc([N+](=O)[O-])ccc1OC, [H-], CI, [Na+]. Yields the product CCC(=O)N(C)c1cc([N+](=O)[O-])ccc1OC. As a reaction SMILES: [CH2:21]1[O:22][CH2:23][CH2:24][CH2:25]1.[CH3:1][O:2][c:3]1[c:4]([NH:12][C:13]([CH2:14][CH3:15])=[O:16])[cH:5][c:6]([N+:9](=[O:10])[O-:11])[cH:7][cH:8]1.[H-:18].[I:19][CH3:20].[Na+:17]>>[CH3:1][O:2][c:3]1[c:4]([N:12]([C:13]([CH2:14][CH3:15])=[O:16])[CH3:20])[cH:5][c:6]([N+:9](=[O:10])[O-:11])[cH:7][cH:8]1. Starting materials: NC=1C=C2N=C(C(=NC2=CC1)N1CCN(CC1)C)N1CCN(CC1)C (6-Amino-2,3-bis(4-methyl-1-piperazinyl)quinoxaline), C(C)OC(OCC)OCC (triethylorthoformate). The reagents and catalysts are S(O)(O)(=O)=O (sulfuric acid). Solvent: CCCCCC (hexane). The product is C(C)OC=NC=1C=C2N=C(C(=NC2=CC1)N1CCN(CC1)C)N1CCN(CC1)C (N-[2,3-bis(4-methyl-1-piperazinyl)- 6-quinoxalinyl]formimidic acid ethyl ester). RXN SMILES: [NH2:1][C:2]1[CH:3]=[C:4]2[C:9](=[CH:10][CH:11]=1)[N:8]=[C:7]([N:12]1[CH2:17][CH2:16][N:15]([CH3:18])[CH2:14][CH2:13]1)[C:6]([N:19]1[CH2:24][CH2:23][N:22]([CH3:25])[CH2:21][CH2:20]1)=[N:5]2.[CH2:26]([O:28][CH:29](OCC)OCC)[CH3:27]>S(=O)(=O)(O)O.CCCCCC>[CH2:26]([O:28][CH:29]=[N:1][C:2]1[CH:3]=[C:4]2[C:9](=[CH:10][CH:11]=1)[N:8]=[C:7]([N:12]1[CH2:17][CH2:16][N:15]([CH3:18])[CH2:14][CH2:13]1)[C:6]([N:19]1[CH2:20][CH2:21][N:22]([CH3:25])[CH2:23][CH2:24]1)=[N:5]2)[CH3:27]. Procedure: A 17.05 g. portion of 6-amino-2,3-bis(4-methyl-1-piperazinyl)quinoxaline (prepared as in Example 1) is thoroughly mixed with 100 ml. of triethylorthoformate, then 5 drops of concentrated sulfuric acid is added with magnetic stirring and the mixture is heated at reflux in an oil bath (145°-150° C.). The solid is dissolved in about 30 minutes but shortly thereafter a yellow solid is precipitated out. Stirring is continued and the mixture allowed to reflux overnight at a distillate temperature of a... Reactants: [H-].[Al+3].[Li+].[H-].[H-].[H-] (lithium aluminum hydride), CC=1NC=C(C1CCC(=O)N(C)C)C (3-(2,4-dimethyl-1H-pyrrol-3-yl)-N,N-dimethyl-propionamide). Reagents/catalysts: [OH-].[Na+] (sodium hydroxide). Solvent: O1CCCC1 (tetrahydrofuran), C1CCOC1 (THF). Run at temperature 80 celsius, time 1 hour. The product is CC=1NC=C(C1CCCN(C)C)C ([3-(2,4-dimethyl-1H-pyrrol-3-yl)-propyl]-dimethylamine). Isolated yield 75.4%. As a reaction SMILES: [H-].[Al+3].[Li+].[H-].[H-].[H-].[CH3:7][C:8]1[NH:9][CH:10]=[C:11]([CH3:20])[C:12]=1[CH2:13][CH2:14][C:15]([N:17]([CH3:19])[CH3:18])=O>O1CCCC1.[OH-].[Na+]>[CH3:7][C:8]1[NH:9][CH:10]=[C:11]([CH3:20])[C:12]=1[CH2:13][CH2:14][CH2:15][N:17]([CH3:19])[CH3:18] |f:0.1.2.3.4.5,8.9|. Procedure details: To the suspension of lithium aluminum hydride (2.3 g, 60 mmol) in tetrahydrofuran (50 mL) was added a solution of 3-(2,4-dimethyl-1H-pyrrol-3-yl)-N,N-dimethyl-propionamide (9.81 g, 50 mmol) in THF (50 mL) dropwise. The reaction mixture was stirred at 80° C. for 1 hour and cooled with ice bath. Ice cube was added into the reaction mixture slowly until no more gas generated. A few drops of 2 N sodium hydroxide was added and the reaction mixture was stirred at room temperature for 30 minutes, extra... The reactants are BrC=1C=C(C=2C=CN(C2C1)C1CCC1)C(=O)OCC (ethyl 6-bromo-1-cyclobutyl-1H-indole-4-carboxylate), [OH-].[Na+] (NaOH). Run in CO (MeOH), C1CCOC1 (THF). Run at time 16 hour. Product: BrC=1C=C(C=2C=CN(C2C1)C1CCC1)C(=O)O (6-bromo-1-cyclobutyl-1H-indole-4-carboxylic acid). Isolated yield 55.0%. As a reaction SMILES: [Br:1][C:2]1[CH:3]=[C:4]([C:15]([O:17]CC)=[O:16])[C:5]2[CH:6]=[CH:7][N:8]([CH:11]3[CH2:14][CH2:13][CH2:12]3)[C:9]=2[CH:10]=1.[OH-].[Na+]>CO.C1COCC1>[Br:1][C:2]1[CH:3]=[C:4]([C:15]([OH:17])=[O:16])[C:5]2[CH:6]=[CH:7][N:8]([CH:11]3[CH2:12][CH2:13][CH2:14]3)[C:9]=2[CH:10]=1 |f:1.2|. Reported procedure: To a solution of ethyl 6-bromo-1-cyclobutyl-1H-indole-4-carboxylate (0.3 g, 0.973 mmol) (crude residue from above) in MeOH (8 mL) and THF (2 mL) was added 3 M NaOH (1.298 mL, 3.89 mmol). The reaction was stirred at RT for 16 h, at which time the volatiles were removed in vacuo. The residue was diluted with water and slowly acidifed with 1 N HCl to pH 3-4. The solids were filtered and dried on hivac for 16 h to give 6-bromo-1-cyclobutyl-1H-indole-4-carboxylic acid (0.21 g, 0.535 mmol, 55.0% yield... Solvent: CO (methanol). Run at temperature 90 celsius, time 2 hour. The product is C(=C)N(C=O)CCC(=O)OCCO (2-hydroxyethyl 3-(N-vinylformamido)propionate). RXN SMILES: [CH:1]([N:3]([CH2:6][CH2:7][C:8]([O:10][CH2:11][CH3:12])=[O:9])[CH:4]=[O:5])=[CH2:2].C(O)C[OH:15].C[O-].[Na+].C(O)C>CO>[CH:1]([N:3]([CH2:6][CH2:7][C:8]([O:10][CH2:11][CH2:12][OH:15])=[O:9])[CH:4]=[O:5])=[CH2:2] |f:2.3|. Procedure details: The apparatus of Example 2 was charged with 17.1 grams (0.1 mol) of ethyl 3-(N-vinylformamido)propionate, 6.2 grams (0.1 mol) of ethylene glycol, and 0.15 gram of 25% sodium methoxide in methanol solution. The mixture was stirred at 90° C. for 2 hours. No evolution of ethanol was observed during the reaction period. Heating for an additional hour at 135° C. also failed to generate a volatile coproduct which indicated no conversion to the desired product. Starting materials: C(C)O (ethanol), C(=C)N(C=O)CCC(=O)OCC (ethyl 3-(N-vinylformamido)propionate), C(CO)O (ethylene glycol), C[O-].[Na+] (sodium methoxide).